Dataset: the Open Reaction Database (ORD), a public repository of structured organic reaction records. Task: describe an organic reaction: reactants, conditions, products, and yield Reactants: ClC1=NC(=NC2=CC=CC=C12)C(C1=NC=C(C=C1)F)(F)F (4-chloro-2-(difluoro(5-fluoropyridin-2-yl)methyl)quinazoline), Pd2(dibenzylideneacetone)3, C1(=CC=CC=C1)P(C1=CC=CC=2C(C3=CC=CC(=C3OC12)P(C1=CC=CC=C1)C1=CC=CC=C1)(C)C)C1=CC=CC=C1 (4,5-Bis(diphenylphosphino)-9,9-dimethylxanthene), CC1=CN=C(S1)N (5-methylthiazol-2-amine), C(=O)([O-])[O-].[Na+].[Na+] (Na2CO3). The solvent is C1(=CC=CC=C1)C (toluene). Reaction conditions: temperature 110 celsius. The product is FC(C1=NC2=CC=CC=C2C(=N1)NC=1SC(=CN1)C)(C1=NC=C(C=C1)F)F (N-(2-(difluoro(5-fluoropyridin-2-yl)methyl)quinazolin-4-yl)-5-methylthiazol-2-amine). Yield: 4.8%. RXN SMILES: Cl[C:2]1[C:11]2[C:6](=[CH:7][CH:8]=[CH:9][CH:10]=2)[N:5]=[C:4]([C:12]([F:21])([F:20])[C:13]2[CH:18]=[CH:17][C:16]([F:19])=[CH:15][N:14]=2)[N:3]=1.C1(P(C2C=CC=CC=2)C2C3OC4C(=CC=CC=4P(C4C=CC=CC=4)C4C=CC=CC=4)C(C)(C)C=3C=CC=2)C=CC=CC=1.[CH3:64][C:65]1[S:69][C:68]([NH2:70])=[N:67][CH:66]=1.C([O-])([O-])=O.[Na+].[Na+]>C1(C)C=CC=CC=1>[F:20][C:12]([F:21])([C:13]1[CH:18]=[CH:17][C:16]([F:19])=[CH:15][N:14]=1)[C:4]1[N:3]=[C:2]([NH:70][C:68]2[S:69][C:65]([CH3:64])=[CH:66][N:67]=2)[C:11]2[C:6](=[CH:7][CH:8]=[CH:9][CH:10]=2)[N:5]=1 |f:3.4.5|. Procedure details: To a mixture of 4-chloro-2-(difluoro(5-fluoropyridin-2-yl)methyl)quinazoline from Example 4 Step A (100 mg, 0.32 mmol), Pd2(dibenzylideneacetone)3 (12 mg, 0.013 mmol), 4,5-Bis(diphenylphosphino)-9,9-dimethylxanthene (23 mg, 0.04 mmol), 5-methylthiazol-2-amine (51 mg, 0.45 mmol), and Na2CO3 (48 mg, 0.45 mmol) was added toluene (3 mL). The mixture was evacuated and flushed with argon three times and then heated at 110° C. for 2 h. The mixture was diluted with MeOH, filtered, and the filtrate was c... Starting materials: O=C(N=C=S)c1ccccc1, CCN(C(C)C)C(C)C, ClCCl, NCCc1nc2ccccc2[nH]1. Product: NC(=S)NCCc1nc2ccccc2[nH]1. As a reaction SMILES: [C:22](=[O:23])([c:24]1[cH:25][cH:26][cH:27][cH:28][cH:29]1)[N:30]=[C:31]=[S:32].[CH:13]([N:14]([CH2:15][CH3:16])[CH:17]([CH3:18])[CH3:19])([CH3:20])[CH3:21].[Cl:33][CH2:34][Cl:35].[nH:1]1[c:2]([CH2:10][CH2:11][NH2:12])[n:3][c:4]2[c:5]1[cH:6][cH:7][cH:8][cH:9]2>>[nH:1]1[c:2]([CH2:10][CH2:11][NH:12][C:31]([NH2:30])=[S:32])[n:3][c:4]2[c:5]1[cH:6][cH:7][cH:8][cH:9]2. Reaction SMILES: [CH3:15][O:16][c:17]1[cH:18][cH:19][c:20]([NH2:21])[cH:22][cH:23]1.[CH3:31][S:32]([CH3:33])=[O:34].[Cl:1][c:2]1[c:3]([N+:12](=[O:13])[O-:14])[cH:4][c:5]([N+:9](=[O:10])[O-:11])[c:6]([Cl:8])[cH:7]1.[K+:24].[K+:25].[O-:26][C:27]([O-:28])=[O:29].[OH2:30]>>[c:2]1([NH:21][c:20]2[cH:19][cH:18][c:17]([O:16][CH3:15])[cH:23][cH:22]2)[c:3]([N+:12](=[O:13])[O-:14])[cH:4][c:5]([N+:9](=[O:10])[O-:11])[c:6]([Cl:8])[cH:7]1. Reactants: COc1ccc(N)cc1, CS(C)=O, O=[N+]([O-])c1cc([N+](=O)[O-])c(Cl)cc1Cl, [K+], [K+], O=C([O-])[O-], O. The product is COc1ccc(Nc2cc(Cl)c([N+](=O)[O-])cc2[N+](=O)[O-])cc1. Starting materials: C(CC(=O)C)(=O)OCC (Ethyl acetoacetate), OC[C@H](O)[C@@H](O)[C@H](O)[C@H](O)CO (Sorbitol). Yields the product C([C@@H](O)[C@@H](O)[C@H](O)[C@H](O)CO)O (Mannitol). Reaction SMILES: C(OCC)(=O)CC(C)=O.[OH:10][CH2:11][C@@H:12]([C@H:14]([C@@H:16]([C@@H:18]([CH2:20][OH:21])[OH:19])[OH:17])[OH:15])[OH:13]>>[CH2:20]([OH:21])[C@H:18]([C@H:16]([C@@H:14]([C@@H:12]([CH2:11][OH:10])[OH:13])[OH:15])[OH:17])[OH:19]. Procedure: Butyl levulinate was obtained from the Sigma Aldrich Company of St. Louis, Mo. Ethyl acetoacetate was obtained from Acros Organics of Geel, Belgium. Sorbitol was obtained from Acros Organics. Mannitol was obtained from the Sigma Aldrich Company. Pentaerythritol was obtained from the Sigma Aldrich Company. Diglycerol was obtained from Tokyo Kasei Kogyo of Tokyo, Japan. Sulfamic acid was obtained from the Sigma Aldrich Company. Amberlyst®-15 was obtained from the Rohm and Haas Company of Philadelp...